This data is from the Open Reaction Database (ORD), a public repository of structured organic reaction records. The task is: describe an organic reaction: reactants, conditions, products, and yield The product is ClC=1C=C(C=C2CN(C(C12)=O)CC1CCC(CC1)(F)F)C#N (7-Chloro-2-[(4,4-difluorocyclohexyl)methyl]-1-oxoisoindoline-5-carbonitrile). Run at temperature 80 celsius, time 1.5 hour. Yield: 80.0%. Reagents/catalysts: [C-]#N.[C-]#N.[Zn+2] (Zn(CN)2), C=1C=CC(=CC1)[P](C=2C=CC=CC2)(C=3C=CC=CC3)[Pd]([P](C=4C=CC=CC4)(C=5C=CC=CC5)C=6C=CC=CC6)([P](C=7C=CC=CC7)(C=8C=CC=CC8)C=9C=CC=CC9)[P](C=1C=CC=CC1)(C=1C=CC=CC1)C=1C=CC=CC1 (Pd(PPh3)4). Procedure details: 5-bromo-7-chloro-2-[(4,4-difluorocyclohexyl)methyl]isoindolin-1-one (1.14 g, 3.01 mmol) was set stirring in DMF (10 mL) under argon and Zn(CN)2 (389 mg, 3.31 mmol) and Pd(PPh3)4 (347 mg, 0.3 mmol) were added. The reaction was stirred at 80° C. for 1.5 hours. The reaction was partitioned between ethyl acetate and water and the organic layer was washed with brine and dried over anhydrous Na2SO4. The solvent was removed under reduced pressure and the product was purified by column chromatography (4... Reaction SMILES: Br[C:2]1[CH:3]=[C:4]2[C:8](=[C:9]([Cl:11])[CH:10]=1)[C:7](=[O:12])[N:6]([CH2:13][CH:14]1[CH2:19][CH2:18][C:17]([F:21])([F:20])[CH2:16][CH2:15]1)[CH2:5]2.[CH3:22][N:23](C=O)C>[C-]#N.[C-]#N.[Zn+2].C1C=CC([P]([Pd]([P](C2C=CC=CC=2)(C2C=CC=CC=2)C2C=CC=CC=2)([P](C2C=CC=CC=2)(C2C=CC=CC=2)C2C=CC=CC=2)[P](C2C=CC=CC=2)(C2C=CC=CC=2)C2C=CC=CC=2)(C2C=CC=CC=2)C2C=CC=CC=2)=CC=1>[Cl:11][C:9]1[CH:10]=[C:2]([C:22]#[N:23])[CH:3]=[C:4]2[C:8]=1[C:7](=[O:12])[N:6]([CH2:13][CH:14]1[CH2:19][CH2:18][C:17]([F:21])([F:20])[CH2:16][CH2:15]1)[CH2:5]2 |f:2.3.4,^1:35,37,56,75|. Reactants: BrC=1C=C2CN(C(C2=C(C1)Cl)=O)CC1CCC(CC1)(F)F (5-bromo-7-chloro-2-[(4,4-difluorocyclohexyl)methyl]isoindolin-1-one), CN(C)C=O (DMF). Reactants: CC1=C(C=C(C2=C1C=CO2)Br)F (4-methyl-5-fluoro-7-bromobenzofuran), [Cl-].[NH4+] (ammonium chloride), C[C@@H]1NCCNC1 (2(S)-methylpiperazine), CC1=C(C=C(C2=C1C=C(O2)F)N2C[C@@H](NCC2)C)F (1-(4-methyl-5-fluorofluorobenzofur-7-yl)-3(S)-methylpiperazine). Solvent: CO (methanol). Product: Cl.CC1=C(C=C(C2=C1C=C(O2)F)N2C[C@@H](NCC2)C)F (1-(4-methyl-5-fluorofluorobenzofur-7-yl)-3(S)-methylpiperazine Hydrochloride). RXN SMILES: CC1C2C=COC=2C(Br)=CC=1F.C[C@H]1CNCCN1.[CH3:20][C:21]1[C:26]2[CH:27]=[C:28]([F:30])[O:29][C:25]=2[C:24]([N:31]2[CH2:36][CH2:35][NH:34][C@@H:33]([CH3:37])[CH2:32]2)=[CH:23][C:22]=1[F:38].[Cl-:39].[NH4+]>CO>[ClH:39].[CH3:20][C:21]1[C:26]2[CH:27]=[C:28]([F:30])[O:29][C:25]=2[C:24]([N:31]2[CH2:36][CH2:35][NH:34][C@@H:33]([CH3:37])[CH2:32]2)=[CH:23][C:22]=1[F:38] |f:3.4,6.7|. Procedure details: Beginning with 4-methyl-5-fluoro-7-bromobenzofuran and 2(S)-methylpiperazine, 1-(4-methyl-5-fluorofluorobenzofur-7-yl)-3(S)-methylpiperazine was prepared as described. A solution of this material in methanol was treated with a methanolic solution containing one equivalent of ammonium chloride. The mixture was slowly concentrated under reduced pressure. The residue was triturated with diethyl ether and the solid collected by filtration to provide the title compound. Starting materials: BrC=1C=CC=2NC3=CC=C(C=C3C2C1)Br (3,6-dibromo-9-H-carbazole), CCCC(C)C(=O)NC1=CC(=C(C=C1)C)Cl (CMMP). The solvent is C1(=CC=CC=C1)C (toluene). Conditions: time 16 hour. Yields the product BrC=1C=CC=2N(C3=CC=C(C=C3C2C1)Br)CC1OC1 ((±)-3,6-Dibromo-9-(oxiran-2-ylmethyl)carbazole), (±)-3,6-dibromo-9-[(1E)-3-(3,6-dibromocarabazol-9-yl)propen-1-enyl]carbazole. Isolated yield 5.0%. RXN SMILES: [Br:1][C:2]1[CH:3]=[CH:4][C:5]2[NH:6][C:7]3[C:12]([C:13]=2[CH:14]=1)=[CH:11][C:10]([Br:15])=[CH:9][CH:8]=3.CC[CH2:18][CH:19]([C:21](NC1C=CC(C)=C(Cl)C=1)=[O:22])C>C1(C)C=CC=CC=1>[Br:15][C:10]1[CH:9]=[CH:8][C:7]2[N:6]([CH2:18][CH:19]3[CH2:21][O:22]3)[C:5]3[C:13]([C:12]=2[CH:11]=1)=[CH:14][C:2]([Br:1])=[CH:3][CH:4]=3. Reported procedure: At rt under an inert atmosphere, (±)-glycyclol (0.129 g, 1.74 mmol, 120 uL) is added into a solution of 3,6-dibromo-9-H-carbazole (0.565 g, 1.74 mmol) in anhydrous toluene (10 mL). Then CMMP (which is prepared according to the protocol of Tetsuto, Tsunoda Tett. Lett. 1996, 37(14), 2459-2462) (0.20 g, 1.74 mmol) is added. The resulting mixture is allowed to stir at rt for 16 hours. The solvent is evaporated and the crude compound is purified via flash chromatography using Biotage device and Petro... Reactants: O (water), CC1=CC=C(C=C1)S(=O)(=O)OC1=C(C(N(C=2N(C(N(C(C21)=O)CC2=CC=C(C=C2)OC)=O)C2=C(C=C(C=C2)I)F)C)=O)C (1-(2-fluoro-4-iodophenyl)-3-(4-methoxybenzyl)-6,8-dimethyl-2,4,7-trioxo-1,2,3,4,7,8-hexahydropyrido[2,3-d]pyrimidin-5-yl 4-methylbenzene sulfonate), N1=C(C=CC=C1C)C (2,6-lutidine), NC=1C=C(C=CC1)CCC(=O)N (3-(3-aminophenyl)propanamide), NC=1C=C(C=CC1)CCC(=O)N (3-(3-aminophenyl)propanamide). Solvent: CC(=O)N(C)C (DMA). Reaction conditions: temperature 130 celsius. The product is FC1=C(C=CC(=C1)I)N1C(N(C(C2=C1N(C(C(=C2NC=2C=C(C=CC2)CCC(=O)N)C)=O)C)=O)CC2=CC=C(C=C2)OC)=O (3-(3-((1-(2-fluoro-4-iodophenyl)-3-(4-methoxybenzyl)-6,8-dimethyl-2,4,7-trioxo-1,2,3,4,7,8-hexahydropyrido[2,3-d]pyrimidin-5-yl)amino)phenyl) propanamide). The yield is 85.9%. RXN SMILES: CC1C=CC(S(O[C:12]2[C:21]3[C:20](=[O:22])[N:19]([CH2:23][C:24]4[CH:29]=[CH:28][C:27]([O:30][CH3:31])=[CH:26][CH:25]=4)[C:18](=[O:32])[N:17]([C:33]4[CH:38]=[CH:37][C:36]([I:39])=[CH:35][C:34]=4[F:40])[C:16]=3[N:15]([CH3:41])[C:14](=[O:42])[C:13]=2[CH3:43])(=O)=O)=CC=1.N1C(C)=CC=CC=1C.[NH2:52][C:53]1[CH:54]=[C:55]([CH2:59][CH2:60][C:61]([NH2:63])=[O:62])[CH:56]=[CH:57][CH:58]=1.O>CC(N(C)C)=O>[F:40][C:34]1[CH:35]=[C:36]([I:39])[CH:37]=[CH:38][C:33]=1[N:17]1[C:16]2[N:15]([CH3:41])[C:14](=[O:42])[C:13]([CH3:43])=[C:12]([NH:52][C:53]3[CH:54]=[C:55]([CH2:59][CH2:60][C:61]([NH2:63])=[O:62])[CH:56]=[CH:57][CH:58]=3)[C:21]=2[C:20](=[O:22])[N:19]([CH2:23][C:24]2[CH:25]=[CH:26][C:27]([O:30][CH3:31])=[CH:28][CH:29]=2)[C:18]1=[O:32]. Reported procedure: To a stirred solution of 1-(2-fluoro-4-iodophenyl)-3-(4-methoxybenzyl)-6,8-dimethyl-2,4,7-trioxo-1,2,3,4,7,8-hexahydropyrido[2,3-d]pyrimidin-5-yl 4-methylbenzene sulfonate (xxx) (2 gm, 2.79 mmol) in DMA (5 ml) was added 2,6-lutidine (0.597 g, 5.57 mmol) and 3-(3-aminophenyl)propanamide (intermediate xxvi) (0.915 gm, 5.57 mmole). The reaction mixture was heated at 130° C. for 16 h. The reaction mixture was cooled to room temperature and added water until a solid precipitate was obtained. The soli... Reactants: C1=C(C=CC2=CC=CC=C12)C1(CCCCC1)C(=O)O (1-(naphthalen-2-yl)cyclohexane-carboxylic acid), CNC (dimethyl amine). The product is CN(CC1(CCCCC1)C1=CC2=CC=CC=C2C=C1)C (N,N-dimethyl(1-(naphthalen-2-yl)-cyclohexyl)methanamine). The yield is 11.0%. Reaction SMILES: [CH:1]1[C:10]2[C:5](=[CH:6][CH:7]=[CH:8][CH:9]=2)[CH:4]=[CH:3][C:2]=1[C:11]1([C:17](O)=O)[CH2:16][CH2:15][CH2:14][CH2:13][CH2:12]1.[CH3:20][NH:21][CH3:22]>>[CH3:20][N:21]([CH3:22])[CH2:17][C:11]1([C:2]2[CH:3]=[CH:4][C:5]3[C:10](=[CH:9][CH:8]=[CH:7][CH:6]=3)[CH:1]=2)[CH2:16][CH2:15][CH2:14][CH2:13][CH2:12]1. Procedure: The title compound was synthesized from 1-(naphthalen-2-yl)cyclohexane-carboxylic acid and dimethyl amine using General Procedure G, followed by General Procedure E and was obtained in 11% yield as a clear oil. LCMS Rt=6.47 min, m/z=268 (M+1). 1H NMR (CDCl3, δ): 7.80 (m, 4H), 7.55 (dd, J=1.7, 8.6 Hz, 1H), 7.45 (m, 2H), 2.2 (m, 2H), 1.97 (s, 6H), 1.8-1.3 (m, 8H). 13C NMR (CDCl3, δ, mult): 133.4, 131.6, 127.9, 127.4, 127.2, 126.2, 126.1, 125.8, 125.5, 125.1, 72.6, 56.6, 48.4, 34.3, 26.6, 22.3. Reactants: C(CCC)OCCCC (di-n-butyl ether), [Mg] (magnesium), Grignard reagent, C(CCC)Cl (n-butyl chloride). Reaction conditions: time 5 hour. Product: C(CCC)OCCCC (di-n-butyl ether), C(CCC)[Mg]Cl (n-butylmagnesium chloride). RXN SMILES: [Mg:1].[CH2:2]([O:6][CH2:7][CH2:8][CH2:9][CH3:10])[CH2:3][CH2:4][CH3:5].C([Cl:15])CCC>>[CH2:2]([O:6][CH2:7][CH2:8][CH2:9][CH3:10])[CH2:3][CH2:4][CH3:5].[CH2:2]([Mg:1][Cl:15])[CH2:3][CH2:4][CH3:5]. Reported procedure: To a 1-liter flask equipped with a stirrer, a reflux condenser and a dropping funnel was added magnesium chip (12 g) for Grignard reagent. After replacing atmosphere in the flask by argon, di-n-butyl ether (250 ml) was added, and then n-butyl chloride (62 ml, 1.2 times by mole based on magnesium) was added dropwise to start reaction with the contents of the falsk kept at 50° C. After addition over 2 hours at 50° C., reaction was continued at this temperature for further 5 hours to obtain a di-n-...